This data is from the Open Reaction Database (ORD), a public repository of structured organic reaction records. The task is: describe an organic reaction: reactants, conditions, products, and yield Starting materials: N1=CC=CC=C1 (pyridine), CS(=O)C(=CC1=CC(=CC=C1)OC1=CC=CC=C1)SC (1-Methylsulfinyl-1-methylthio-2-(m-phenoxyphenyl)ethylene), S(=O)(Cl)Cl (thionyl chloride). Run in C(Cl)Cl (methylene chloride), C(Cl)Cl (methylene chloride), C(Cl)Cl (methylene chloride). Yields the product CSC(=C(C1=CC(=CC=C1)OC1=CC=CC=C1)Cl)SC (1,1-bis(methylthio)-2-chloro-2-(m-phenoxyphenyl)ethylene). Isolated yield 70.4%. RXN SMILES: [CH3:1][S:2]([C:4]([S:19][CH3:20])=[CH:5][C:6]1[CH:11]=[CH:10][CH:9]=[C:8]([O:12][C:13]2[CH:18]=[CH:17][CH:16]=[CH:15][CH:14]=2)[CH:7]=1)=O.N1C=CC=CC=1.S(Cl)([Cl:29])=O>C(Cl)Cl>[CH3:1][S:2][C:4]([S:19][CH3:20])=[C:5]([Cl:29])[C:6]1[CH:11]=[CH:10][CH:9]=[C:8]([O:12][C:13]2[CH:18]=[CH:17][CH:16]=[CH:15][CH:14]=2)[CH:7]=1. Reported procedure: 1-Methylsulfinyl-1-methylthio-2-(m-phenoxyphenyl)ethylene (4.56 g) was dissolved in 40 ml of methylene chloride, and 2 ml of pyridine was added. With stirring under ice cooling, 10 ml of a methylene chloride solution of 2.15 g of thionyl chloride was added dropwise over the course of 5 minutes. The mixture was further stirred for 1 hour under ice cooling, and methylene chloride was added in an amount sufficient to adjust the total amount of the mixture to 80 ml. The mixture was then washed three...